From a dataset of the Open Reaction Database (ORD), a public repository of structured organic reaction records. describe an organic reaction: reactants, conditions, products, and yield As a reaction SMILES: [C:1]([O:5][C:6]1[C:15]2[C:10](=[CH:11][CH:12]=[CH:13][CH:14]=2)[C:9]([CH:16]=O)=[CH:8][CH:7]=1)(=[O:4])[CH:2]=[CH2:3].[Cl:18][C:19]1[CH:20]=[C:21]([CH:26]=[CH:27][C:28]=1[OH:29])[C:22]([NH:24][NH2:25])=[O:23]>>[C:1]([O:5][C:6]1[C:15]2[C:10](=[CH:11][CH:12]=[CH:13][CH:14]=2)[C:9]([CH:16]=[N:25][NH:24][C:22](=[O:23])[C:21]2[CH:26]=[CH:27][C:28]([OH:29])=[C:19]([Cl:18])[CH:20]=2)=[CH:8][CH:7]=1)(=[O:4])[CH:2]=[CH2:3]. Reactants: alkylidene hydrazones, C(C=C)(=O)OC1=CC=C(C2=CC=CC=C12)C=O (4-formyl-1-naphthyl acrylate), ClC=1C=C(C(=O)NN)C=CC1O (3-chloro-4-hydroxy benzoic acid hydrazide). Product: C(C=C)(=O)OC1=CC=C(C2=CC=CC=C12)C=NNC(C1=CC(=C(C=C1)O)Cl)=O (4-[(3-Chloro-4-hydroxybenzoyl)hydrazonomethyl]naphthyl Acrylate). Procedure: The compound was prepared according to the general procedure for the synthesis of alkylidene hydrazones from the condensation of 4-formyl-1-naphthyl acrylate (from step C) and 3-chloro-4-hydroxy benzoic acid hydrazide. The reactants are CC1=C(C(=C(C=2N1N=NN2)[N+](=O)[O-])NCCCCO)C (4-[(5,6-dimethyl-8-nitrotetraazolo[1,5-a]pyridin-7-yl)amino]butan-1-ol). The reagents and catalysts are [Pt] (platinum on carbon). The solvent is C(C)#N (acetonitrile). Product: NC=1C=2N(C(=C(C1NCCCCO)C)C)N=NN2 (4-[(8-amino-5,6-dimethyl-tetrazolo[1,5-a]pyridin-7-yl)amino]butan-1-ol). Reaction SMILES: [CH3:1][C:2]1[N:7]2[N:8]=[N:9][N:10]=[C:6]2[C:5]([N+:11]([O-])=O)=[C:4]([NH:14][CH2:15][CH2:16][CH2:17][CH2:18][OH:19])[C:3]=1[CH3:20]>[Pt].C(#N)C>[NH2:11][C:5]1[C:6]2[N:7]([N:8]=[N:9][N:10]=2)[C:2]([CH3:1])=[C:3]([CH3:20])[C:4]=1[NH:14][CH2:15][CH2:16][CH2:17][CH2:18][OH:19]. Procedure: Crude 4-[(5,6-dimethyl-8-nitrotetraazolo[1,5-a]pyridin-7-yl)amino]butan-1-ol was combined in a pressure vessel with catalyst (1.3 g of 5% platinum on carbon), and acetonitrile (222 mL). The reaction mixture was placed under hydrogen pressure (30 psi, 2.1×105 Pa) for 3 hours, filtered through a layer of CELITE filter aid, and the filter cake was washed with methanol. The filtrate was concentrated under reduced pressure to provide 11.15 g of 4-[(8-amino-5,6-dimethyl-tetrazolo[1,5-a]pyridin-7-yl)am... Yields the product CS(=O)(=O)C=1C=CC(=C(C1)C(=O)N1CCN(CC1)C=1SC(=C(N1)C)C(F)(F)F)O[C@H](C(F)(F)F)C ([5-Methanesulfonyl-2-((S)-2,2,2-trifluoro-1-methyl-ethoxy)-phenyl]-[4-(4-methyl-5-trifluoromethyl-thiazol-2-yl)-piperazin-1-yl]-methanone). The reactants are example 1 ( b ), CS(=O)(=O)C=1C=CC(=C(C(=O)O)C1)O[C@H](C(F)(F)F)C (5-methanesulfonyl-2-((S)-2,2,2-trifluoro-1-methyl-ethoxy)-benzoic acid), Cl.CC=1N=C(SC1C(F)(F)F)N1CCNCC1 (1-(4-methyl-5-trifluoromethyl-thiazol-2-yl)-piperazine hydrochloride). Reported procedure: Prepared in analogy to example 1 (b) from 5-methanesulfonyl-2-((S)-2,2,2-trifluoro-1-methyl-ethoxy)-benzoic acid (Example A15) and 1-(4-methyl-5-trifluoromethyl-thiazol-2-yl)-piperazine hydrochloride (Example 79(g)). The crude material was purified by chromatography (SiO2, ethyl acetate/heptane) to yield the title compound as a white crystalline solid (yield 56%). MS (m/e): 546.0 (M+H+, 100%). RXN SMILES: [CH3:1][S:2]([C:5]1[CH:6]=[CH:7][C:8]([O:14][C@@H:15]([CH3:20])[C:16]([F:19])([F:18])[F:17])=[C:9]([CH:13]=1)[C:10]([OH:12])=O)(=[O:4])=[O:3].Cl.[CH3:22][C:23]1[N:24]=[C:25]([N:32]2[CH2:37][CH2:36][NH:35][CH2:34][CH2:33]2)[S:26][C:27]=1[C:28]([F:31])([F:30])[F:29]>>[CH3:1][S:2]([C:5]1[CH:6]=[CH:7][C:8]([O:14][C@@H:15]([CH3:20])[C:16]([F:19])([F:18])[F:17])=[C:9]([C:10]([N:35]2[CH2:36][CH2:37][N:32]([C:25]3[S:26][C:27]([C:28]([F:31])([F:29])[F:30])=[C:23]([CH3:22])[N:24]=3)[CH2:33][CH2:34]2)=[O:12])[CH:13]=1)(=[O:3])=[O:4] |f:1.2|. The yield is 56.0%. Reactants: Cc1cscn1 (effective_coupling_partner), CN(C)C(=O)Oc1ccccc1 (substrate). The reagents and catalysts are dcypt. Reaction conditions: temperature 110 celsius, time 36 hour. Product: Cc2csc(c1ccccc1)n2.